From a dataset of the Open Reaction Database (ORD), a public repository of structured organic reaction records. describe an organic reaction: reactants, conditions, products, and yield Yields the product CC12CC3OC3CC1CCC1C2CCC2(C)C(O)C(N3CCC(O)CC3)CC12. Reactants: [BH4-], [Na+], CC12CCC3C(CCC4CC5OC5CC43C)C1CC(N1CCC(O)CC1)C2=O. RXN SMILES: [BH4-:29].[Na+:30].[O:1]1[CH:2]2[CH:3]1[CH2:4][CH:5]1[CH2:6][CH2:7][CH:8]3[CH:9]4[CH2:10][CH:11]([N:22]5[CH2:23][CH2:24][CH:25]([OH:28])[CH2:26][CH2:27]5)[C:12](=[O:21])[C:13]4([CH3:14])[CH2:15][CH2:16][CH:17]3[C:18]1([CH3:20])[CH2:19]2>>[O:1]1[CH:2]2[CH:3]1[CH2:4][CH:5]1[CH2:6][CH2:7][CH:8]3[CH:9]4[CH2:10][CH:11]([N:22]5[CH2:23][CH2:24][CH:25]([OH:28])[CH2:26][CH2:27]5)[CH:12]([OH:21])[C:13]4([CH3:14])[CH2:15][CH2:16][CH:17]3[C:18]1([CH3:20])[CH2:19]2. Reactants: CS(=O)(=O)Cl (methanesulfonyl chloride), OC1=C(C=C(C=C1)C(C(F)(F)F)(C(F)(F)F)C1=CC(=C(C=C1)O)[N+](=O)[O-])[N+](=O)[O-] (2,2-bis-(4-hydroxy-3-nitrophenyl)-hexafluoropropane), Cl (hydrochloric acid). Solvent: N1=CC=CC=C1 (pyridine). Run at time 8 hour. The product is S(=O)(=O)(C)OC1=C(C=C(C=C1)C(C(F)(F)F)(C(F)(F)F)C1=CC(=C(C=C1)OS(=O)(=O)C)[N+](=O)[O-])[N+](=O)[O-] (2,2-bis-(4-mesyloxy-3-nitrophenyl)-hexafluoropropane). The yield is 85.0%. Reaction SMILES: [CH3:1][S:2](Cl)(=[O:4])=[O:3].[OH:6][C:7]1[CH:12]=[CH:11][C:10]([C:13]([C:22]2[CH:27]=[CH:26][C:25]([OH:28])=[C:24]([N+:29]([O-:31])=[O:30])[CH:23]=2)([C:18]([F:21])([F:20])[F:19])[C:14]([F:17])([F:16])[F:15])=[CH:9][C:8]=1[N+:32]([O-:34])=[O:33].Cl>N1C=CC=CC=1>[S:2]([O:28][C:25]1[CH:26]=[CH:27][C:22]([C:13]([C:10]2[CH:11]=[CH:12][C:7]([O:6][S:2]([CH3:1])(=[O:4])=[O:3])=[C:8]([N+:32]([O-:34])=[O:33])[CH:9]=2)([C:18]([F:21])([F:19])[F:20])[C:14]([F:16])([F:15])[F:17])=[CH:23][C:24]=1[N+:29]([O-:31])=[O:30])([CH3:1])(=[O:4])=[O:3]. Procedure details: 11.5 g (0.1 mol) of methanesulfonyl chloride are added dropwise, at a reaction temperature of 0-5° C., to a mixture of 21.3 g (0.05 mol) of 2,2-bis-(4-hydroxy-3-nitrophenyl)-hexafluoropropane and 100 ml of pyridine. Stirring is continued for 1 hour at 5° C. and overnight at room temperature. The reaction mixture is then acidified, first with dilute hydrochloric and then with half-concentrated hydrochloric acid; the precipitate which is deposited is filtered off with suction and washed with water... Reactants: C(CCC)NC(C1=CC(=C(C(=C1)OC)OC)OC)=O (N-butyl-3,4,5-trimethoxy-benzamide), C(C)OC(=O)C=1C2=C(SC1N)CCC(C2)C (2-amino-5-methyl-4,5,6,7-tetrahydro-benzo[b]thiophene-3-carboxylic acid ethyl ester). Yields the product C(CCC)N1C(=NC2=C(C1=O)C1=C(S2)CCC(C1)C)C1=CC(=C(C(=C1)OC)OC)OC (3-Butyl-6-methyl-2-(3,4,5-trimethoxyphenyl)-5,6,7,8-tetrahydro-3H-benzo[4,5]thieno[2,3-d]pyrimidin-4-one). As a reaction SMILES: [CH2:1]([NH:5][C:6](=O)[C:7]1[CH:12]=[C:11]([O:13][CH3:14])[C:10]([O:15][CH3:16])=[C:9]([O:17][CH3:18])[CH:8]=1)[CH2:2][CH2:3][CH3:4].C([O:22][C:23]([C:25]1[C:26]2[CH2:34][CH:33]([CH3:35])[CH2:32][CH2:31][C:27]=2[S:28][C:29]=1[NH2:30])=O)C>>[CH2:1]([N:5]1[C:23](=[O:22])[C:25]2[C:26]3[CH2:34][CH:33]([CH3:35])[CH2:32][CH2:31][C:27]=3[S:28][C:29]=2[N:30]=[C:6]1[C:7]1[CH:12]=[C:11]([O:13][CH3:14])[C:10]([O:15][CH3:16])=[C:9]([O:17][CH3:18])[CH:8]=1)[CH2:2][CH2:3][CH3:4]. Reported procedure: Compound No. 691 was prepared according to the method described for the compound No. 683 using N-butyl-3,4,5-trimethoxy-benzamide and 2-amino-5-methyl-4,5,6,7-tetrahydro-benzo[b]thiophene-3-carboxylic acid ethyl ester as starting materials. Starting materials: COC(=O)C1=NC=C(C=C1)O (5-hydroxy-2-pyridinecarboxylic acid methyl ester), [H-].[Na+] (sodium hydride), C(C=C)Br (allyl bromide). The solvent is CN(C=O)C (dimethylformamide), CN(C=O)C (dimethylformamide). Conditions: time 30 minute. Yields the product COC(=O)C1=NC=C(C=C1)OCC=C (5-allyloxy-2-pyridinecarboxylic acid methyl ester). RXN SMILES: [CH3:1][O:2][C:3]([C:5]1[CH:10]=[CH:9][C:8]([OH:11])=[CH:7][N:6]=1)=[O:4].[H-].[Na+].[CH2:14](Br)[CH:15]=[CH2:16]>CN(C)C=O>[CH3:1][O:2][C:3]([C:5]1[CH:10]=[CH:9][C:8]([O:11][CH2:16][CH:15]=[CH2:14])=[CH:7][N:6]=1)=[O:4] |f:1.2|. Procedure details: 4.7 g of 5-hydroxy-2-pyridinecarboxylic acid methyl ester is added to a stirred suspension of 1.30 g of sodium hydride (57% mineral oil dispersion) in 10 ml of dimethylformamide at room temperature while maintaining a nitrogen atmosphere. The mixture is stirred for 30 minutes and then is added a solution of 3.90 g of allyl bromide in 20 ml of dimethylformamide. The mixture is heated to 100° and maintained at 100° for 5 hours. Then the mixture is cooled, filtered and the filtrate evaporated to a ... Starting materials: BrC1=NC(=CC=C1)Br (2,6-dibromopyridine), C(CC)=O (propionaldehyde), N1=C(C=CC=C1)C(CCC)O (1-(pyridin-2-yl)butan-1-ol). Yields the product BrC1=CC=CC(=N1)C(CC)O (1-(6-Bromopyridin-2-yl)propan-1-ol). RXN SMILES: Br[C:2]1[CH:7]=[CH:6][CH:5]=[C:4]([Br:8])[N:3]=1.[CH:9](=[O:12])[CH2:10][CH3:11].N1C=CC=CC=1C(O)CCC>>[Br:8][C:4]1[N:3]=[C:2]([CH:9]([OH:12])[CH2:10][CH3:11])[CH:7]=[CH:6][CH:5]=1. Reported procedure: The title compound was prepared from 2,6-dibromopyridine (purchased from Sigma-Aldrich, St. Louis, Mo.) and propionaldehyde following a procedure similar to the one described above for the synthesis of 1-(pyridin-2-yl)butan-1-ol (Example 231, step A). Mass Spectrum (ESI) m/z=219.9 and 217.9 (M+1). Starting materials: ClC1=CC=C(C=C1)S(=O)(=O)N(C(C(=O)O)=C)CC (2-[(4-chlorophenyl)sulfonyl-ethyl-amino]prop-2-enoic acid), CCOC(=O)OC(=O)OCC (DEPC), FC(C1=CC=C(C=C1)C1=NC(=CC(=C1)CN)C1=CC=C(C=C1)C(F)(F)F)(F)F ([2,6-bis[4-(trifluoromethyl)phenyl]-4-pyridyl]methanamine). Run in C1CCOC1 (THF). Run at time 8 hour. Yields the product FC(C1=CC=C(C=C1)C1=NC(=CC(=C1)CNC(C(=C)N(CC)S(=O)(=O)C1=CC=C(C=C1)Cl)=O)C1=CC=C(C=C1)C(F)(F)F)(F)F (N-[[2,6-bis[4-(trifluoromethyl)phenyl]-4-pyridyl]methyl]-2-[(4-chlorophenyl)sulfonyl-ethyl-amino]prop-2-enamide). Isolated yield 21.0%. RXN SMILES: [Cl:1][C:2]1[CH:7]=[CH:6][C:5]([S:8]([N:11]([CH2:17][CH3:18])[C:12](=[CH2:16])[C:13]([OH:15])=O)(=[O:10])=[O:9])=[CH:4][CH:3]=1.CCOC(OC(OCC)=O)=O.[F:30][C:31]([F:57])([F:56])[C:32]1[CH:37]=[CH:36][C:35]([C:38]2[CH:43]=[C:42]([CH2:44][NH2:45])[CH:41]=[C:40]([C:46]3[CH:51]=[CH:50][C:49]([C:52]([F:55])([F:54])[F:53])=[CH:48][CH:47]=3)[N:39]=2)=[CH:34][CH:33]=1>C1COCC1>[F:57][C:31]([F:30])([F:56])[C:32]1[CH:33]=[CH:34][C:35]([C:38]2[CH:43]=[C:42]([CH2:44][NH:45][C:13](=[O:15])[C:12]([N:11]([S:8]([C:5]3[CH:4]=[CH:3][C:2]([Cl:1])=[CH:7][CH:6]=3)(=[O:9])=[O:10])[CH2:17][CH3:18])=[CH2:16])[CH:41]=[C:40]([C:46]3[CH:51]=[CH:50][C:49]([C:52]([F:55])([F:53])[F:54])=[CH:48][CH:47]=3)[N:39]=2)=[CH:36][CH:37]=1. Reported procedure: Acid 4D (289.74 mg, 1 mmol) was dissolved in 10 ml of THF and at rt DEPC (1.1 equiv, 0.15 ml) and [2,6-bis[4-(trifluoromethyl)phenyl]-4-pyridyl]methanamine 29A (1.1 equiv., 400 mg) were added to the solution. The mixture was stirred at rt overnight then evaporated. The residue was dissolved in AcOEt (30 ml) and washed with water (1×20 ml) and brine. The organic phase was dried over sodium sulfate and concentrated under vacuum. The purification of the crude by chromatographic column (3:7 EtOAc:pe... The reactants are C[O-].[Na+] (Sodium methoxide), [Cl-].[NH4+] (ammonium chloride), C(C1=CC=CC=C1)N1CCC[C@H]2C3=C(CC[C@H]12)C(=CC=C3)C=O (Trans-4-benzyl-1,2,3,4,4a,5,6,10b-octahydro-benzo[f]quinolin-7-carbaldehyde), N(=[N+]=[N-])CC(=O)OCC (ethyl azidoacetate), C([O-])([O-])=O.[Na+].[Na+] (sodium carbonate). Solvent: CCOCC (ether), CO (methanol), CO (methanol), C(C)OCC (diethyl ether). Reaction conditions: temperature 0 celsius, time 1 hour. The product is COC(C(=CC1=CC=CC=2[C@@H]3CCCN([C@H]3CCC21)CC2=CC=CC=C2)CN=[N+]=[N-])=O (trans-2-Azidomethyl-3-(4-benzyl-1,2,3,4,4a,5,6,10b-octahydro-benzo[f]quinolin-7-yl)-acrylic acid methyl ester). As a reaction SMILES: [CH2:1]([N:8]1[C@@H:17]2[C@H:12]([C:13]3[CH:21]=[CH:20][CH:19]=[C:18]([CH:22]=O)[C:14]=3[CH2:15][CH2:16]2)[CH2:11][CH2:10][CH2:9]1)[C:2]1[CH:7]=[CH:6][CH:5]=[CH:4][CH:3]=1.[N:24]([CH2:27][C:28](OCC)=O)=[N+:25]=[N-:26].[CH3:33][O-].[Na+].[Cl-].[NH4+].[C:38](=[O:41])([O-])[O-:39].[Na+].[Na+]>CO.CCOCC>[CH3:33][O:39][C:38](=[O:41])[C:28]([CH2:27][N:24]=[N+:25]=[N-:26])=[CH:22][C:18]1[C:14]2[CH2:15][CH2:16][C@H:17]3[C@@H:12]([CH2:11][CH2:10][CH2:9][N:8]3[CH2:1][C:2]3[CH:3]=[CH:4][CH:5]=[CH:6][CH:7]=3)[C:13]=2[CH:21]=[CH:20][CH:19]=1 |f:2.3,4.5,6.7.8|. Reported procedure: Trans-4-benzyl-1,2,3,4,4a,5,6,10b-octahydro-benzo[f]quinolin-7-carbaldehyde (1.4 g, 4.59 mmol), ethyl azidoacetate (2.7g, 20.9 mmol), diethyl ether (10 ml), and methanol (30 ml) were cooled to -5° C. (Henn et al., J. Chem. Soc. Perkin Trans. I, 1984, 2189-2196). Sodium methoxide (3.89 ml, 18.4 mmol, of a 25% w/w solution in methanol) was slowly added. The reaction was allowed to reach ambient temperature and stirred for 1 hr. The mixture was cooled to 0° C. and saturated aqueous ammonium chlorid... Reactants: COCOC1=C(C=CC(=C1)OCOC)C (2,4-bis(methoxymethoxy)-1-methyl-benzene), COCOC1=C(C=CC(=C1)OCOC)C (2,4-bis(methoxymethoxy)-1-methyl-benzene), [Li]CCCC (BuLi), CCCCCC (hexane), ClC(C(=O)OCC)=O (ethyl chlorooxoacetate). The solvent is O1CCCC1 (tetrahydrofuran), O1CCCC1 (tetrahydrofuran). Run at temperature -78 celsius, time 30 minute. The product is COCOC1=C(C(=CC=C1C)OCOC)C(C(=O)OCC)=O (ethyl 2-[2,6-bis(methoxymethoxy)-3-methyl-phenyl]-2-oxo-acetate). The yield is 57.4%. As a reaction SMILES: [CH3:1][O:2][CH2:3][O:4][C:5]1[CH:10]=[C:9]([O:11][CH2:12][O:13][CH3:14])[CH:8]=[CH:7][C:6]=1[CH3:15].[Li]CCCC.CCCCCC.Cl[C:28](=[O:34])[C:29]([O:31][CH2:32][CH3:33])=[O:30]>O1CCCC1>[CH3:1][O:2][CH2:3][O:4][C:5]1[C:6]([CH3:15])=[CH:7][CH:8]=[C:9]([O:11][CH2:12][O:13][CH3:14])[C:10]=1[C:28](=[O:34])[C:29]([O:31][CH2:32][CH3:33])=[O:30]. Reported procedure: To a solution of 2,4-bis(methoxymethoxy)-1-methyl-benzene (Intermediate 150, 5.5 g, 25.94 mmol) in dry tetrahydrofuran (50 ml) at room temperature BuLi 1.6M in hexane (19.45 ml, 31.13 mmol) was added and the reaction mixture was stirred for 30 minutes at the same temperature. The mixture was cooled to −78° C. and it was added (via cannulation) to a solution of ethyl chlorooxoacetate (4.35 ml, 38.9 mmol) in dry tetrahydrofuran (30 ml) at −78° C. The reaction mixture was stirred at −78° C. for 30 ... Reactants: C(C)OC(=O)N=NC(=O)OCC (diethyl-azo-dicarboxylate), COC(C1=CC=C(C=C1)O)=O (4-hydroxy-benzoic acid methyl ester), C1(=CC=CC=C1)P(C1=CC=CC=C1)C1=CC=CC=C1 (triphenylphosphin), C(C1=CC=CC=C1)OCCCCO (4-benzyloxy-1-butanol). Reagents/catalysts: C1(=CC=CC=C1)P(C1=CC=CC=C1)C1=CC=CC=C1 (triphenylphosphin). The solvent is O1CCCC1 (tetrahydrofuran), CCCCCC (hexane), O1CCCC1 (tetrahydrofuran). Run at time 1 hour. Product: COC(C1=CC=C(C=C1)OCCCCOCC1=CC=CC=C1)=O (4-(4-benzyloxy-butoxy)-benzoic acid methyl ester). The yield is 92.5%. Reaction SMILES: C(OC(N=NC(OCC)=O)=O)C.[CH3:13][O:14][C:15](=[O:23])[C:16]1[CH:21]=[CH:20][C:19]([OH:22])=[CH:18][CH:17]=1.C1(P(C2C=CC=CC=2)C2C=CC=CC=2)C=CC=CC=1.[CH2:43]([O:50][CH2:51][CH2:52][CH2:53][CH2:54]O)[C:44]1[CH:49]=[CH:48][CH:47]=[CH:46][CH:45]=1>O1CCCC1.CCCCCC.C1(P(C2C=CC=CC=2)C2C=CC=CC=2)C=CC=CC=1>[CH3:13][O:14][C:15](=[O:23])[C:16]1[CH:21]=[CH:20][C:19]([O:22][CH2:54][CH2:53][CH2:52][CH2:51][O:50][CH2:43][C:44]2[CH:49]=[CH:48][CH:47]=[CH:46][CH:45]=2)=[CH:18][CH:17]=1. Procedure: A solution of 14.36 g (82.5 mmol) of diethyl-azo-dicarboxylate in 50 ml of tetrahydrofuran was added within 30 minutes to a solution of 11.4 g (75.0 mmol) 4-hydroxy-benzoic acid methyl ester, 20.65 g (78.8 mmol) of triphenylphosphin and 13.5 g (75.0 mmol) of 4-benzyloxy-1-butanol dissolved in 100 ml of tetrahydrofuran. The reaction mixture was then stirred for 1 hour at room temperature, 1 g of triphenylphosphin was added and stirring continued for 1 hour at room temperature and for 30 minutes a...